Dataset: the Open Reaction Database (ORD), a public repository of structured organic reaction records. Task: describe an organic reaction: reactants, conditions, products, and yield Starting materials: [OH-].[Na+] (sodium hydroxide), C([O-])(O)=O (bicarbonate). The product is O.O.O.O.O.O.O.O.O.O.C([O-])([O-])=O.[Na+].[Na+] (sodium carbonate decahydrate). As a reaction SMILES: [OH-:1].[Na+:2].[C:3](=[O:6])([OH:5])[O-:4]>>[OH2:4].[OH2:1].[OH2:4].[OH2:4].[OH2:4].[OH2:4].[OH2:4].[OH2:4].[OH2:4].[OH2:4].[C:3](=[O:4])([O-:6])[O-:5].[Na+:2].[Na+:2] |f:0.1,3.4.5.6.7.8.9.10.11.12.13.14.15|. Procedure: A method according to claim 26 further comprising the step of adding a sufficient amount of sodium hydroxide to reduce the remaining bicarbonate in the resulting aqueous solution to no more than about 2 weight percent prior to the step of cooling the resulting solution to form solid crystals of sodium carbonate decahydrate. Starting materials: CN(C)C=O, CCN(C(C)C)C(C)C, O=C(CCl)N1CCN(c2ccc(-c3ncccn3)c(F)c2)CC1, CSC1(C(=O)Nc2ccc3[nH]nc(-c4ccc(F)cc4)c3c2)CCNC1. The product is CSC1(C(=O)Nc2ccc3[nH]nc(-c4ccc(F)cc4)c3c2)CCN(CC(=O)N2CCN(c3ccc(-c4ncccn4)c(F)c3)CC2)C1. As a reaction SMILES: [CH3:59][N:60]([CH3:61])[CH:62]=[O:63].[CH:50]([N:51]([CH:52]([CH3:53])[CH3:54])[CH2:55][CH3:56])([CH3:57])[CH3:58].[Cl:27][CH2:28][C:29](=[O:30])[N:31]1[CH2:32][CH2:33][N:34]([c:37]2[cH:38][c:39]([F:49])[c:40](-[c:43]3[n:44][cH:45][cH:46][cH:47][n:48]3)[cH:41][cH:42]2)[CH2:35][CH2:36]1.[F:1][c:2]1[cH:3][cH:4][c:5](-[c:8]2[n:9][nH:10][c:11]3[cH:12][cH:13][c:14]([NH:17][C:18](=[O:19])[C:20]4([S:25][CH3:26])[CH2:21][NH:22][CH2:23][CH2:24]4)[cH:15][c:16]23)[cH:6][cH:7]1>>[F:1][c:2]1[cH:3][cH:4][c:5](-[c:8]2[n:9][nH:10][c:11]3[cH:12][cH:13][c:14]([NH:17][C:18](=[O:19])[C:20]4([S:25][CH3:26])[CH2:21][N:22]([CH2:28][C:29](=[O:30])[N:31]5[CH2:32][CH2:33][N:34]([c:37]6[cH:38][c:39]([F:49])[c:40](-[c:43]7[n:44][cH:45][cH:46][cH:47][n:48]7)[cH:41][cH:42]6)[CH2:35][CH2:36]5)[CH2:23][CH2:24]4)[cH:15][c:16]23)[cH:6][cH:7]1. Reactants: C(C)OC(C1=C(N=C(C(=C1)[N+](=O)[O-])NC)N1CCC(CC1)C(F)(F)F)=O (6-methylamino-5-nitro-2-(4-trifluoromethyl-piperidinyl)-nicotinic acid ethylester). Reagents/catalysts: [Pd] (Pd/C). Run in CCO (EtOH). Reaction conditions: time 6 hour. The product is C(C)OC(C1=C(N=C(C(=C1)N)NC)N1CCC(CC1)C(F)(F)F)=O (6-Methylamino-5-amino-2-(4-trifluoromethyl-piperidinyl)-nicotinic acid ethylester). Reaction SMILES: [CH2:1]([O:3][C:4](=[O:26])[C:5]1[CH:10]=[C:9]([N+:11]([O-])=O)[C:8]([NH:14][CH3:15])=[N:7][C:6]=1[N:16]1[CH2:21][CH2:20][CH:19]([C:22]([F:25])([F:24])[F:23])[CH2:18][CH2:17]1)[CH3:2]>[Pd].CCO>[CH2:1]([O:3][C:4](=[O:26])[C:5]1[CH:10]=[C:9]([NH2:11])[C:8]([NH:14][CH3:15])=[N:7][C:6]=1[N:16]1[CH2:21][CH2:20][CH:19]([C:22]([F:24])([F:25])[F:23])[CH2:18][CH2:17]1)[CH3:2]. Reported procedure: A mixture of 6-methylamino-5-nitro-2-(4-trifluoromethyl-piperidinyl)-nicotinic acid ethylester (6.0 g, 15.9 mmol), Pd/C (800 mg) and EtOH (100 mL) is stirred under 60 psi H2-atmosphere for 6 h. The mixture is filtered, and the filtrate is concentrated. HPLC Rt=1.13 min (method A). MS m/z: 347 [M+H]+. Starting materials: NC1=NC2=C(N1CCN1CCOCC1)C=CC=C2 (2-amino-1-(2-morpholinoethyl) benzimidazole), OC1=CC=C(C(CBr)=O)C=C1 (4-hydroxyphenacyl bromide). Run in C(Cl)(Cl)Cl (chloroform), C(C)(=O)OCC (ethyl acetate). Product: OC1=CC=C(C=C1)C(C)=O (para-hydroxyacetophenone), cupric bromide. As a reaction SMILES: NC1N(CCN2CCOCC2)C2C=CC=CC=2N=1.[OH:19][C:20]1[CH:29]=[CH:28][C:23]([C:24](=[O:27])[CH2:25]Br)=[CH:22][CH:21]=1>C(Cl)(Cl)Cl.C(OCC)(=O)C>[OH:19][C:20]1[CH:29]=[CH:28][C:23]([C:24](=[O:27])[CH3:25])=[CH:22][CH:21]=1. Procedure details: A mixture of 2-amino-1-(2-morpholinoethyl) benzimidazole (10 mmol, 2.46 g) and 4-hydroxyphenacyl bromide (10 mmol, 2.15 g) (obtained by bromination of para-hydroxyacetophenone with cupric bromide in a mixture of chloroform and ethyl acetate) is heated at reflux for 1 hour in 10 ml of dimethylformamide. After cooling, the mixture is poured into 50 ml of water and rendered alkaline with ammonium hydroxide. The resulting oil is removed and treated with water. The crystallised residue is filtered, d...